The task is: describe an organic reaction: reactants, conditions, products, and yield. This data is from the Open Reaction Database (ORD), a public repository of structured organic reaction records. The reactants are BrC1=CC=C(C=C1)C(=O)N1CCN(CC1)C1=C(C=CC=C1)C(C)(C)C (1-[(4-bromophenyl)carbonyl]-4-(2-tert-butylphenyl)piperazine), CC1(OB(OC1(C)C)C1=CC=C(C=C1)CC(=O)O)C ([4-(4,4,5,5-tetramethyl-1,3,2-dioxaborolan-2-yl)phenyl]acetic acid), C([O-])([O-])=O.[Na+].[Na+] (sodium carbonate), Cl (hydrochloric acid). Reagents/catalysts: C=1C=CC(=CC1)[P](C=2C=CC=CC2)(C=3C=CC=CC3)[Pd]([P](C=4C=CC=CC4)(C=5C=CC=CC5)C=6C=CC=CC6)([P](C=7C=CC=CC7)(C=8C=CC=CC8)C=9C=CC=CC9)[P](C=1C=CC=CC1)(C=1C=CC=CC1)C=1C=CC=CC1 (tetrakis(triphenylphosphine)palladium(0)). The solvent is O1CCCC1 (tetrahydrofuran), C1(=CC=CC=C1)C (toluene), C(C)O.C(C)(=O)OCC (ethanol ethyl acetate). Conditions: temperature 120 celsius, time 16 hour. Yields the product C(C)(C)(C)C1=C(C=CC=C1)N1CCN(CC1)C(=O)C1=CC=C(C=C1)C1=CC=C(C=C1)CC(=O)O ((4′-{[4-(2-tert-Butylphenyl)piperazin-1-yl]carbonyl}biphenyl-4-yl)acetic acid). Yield: 26.4%. As a reaction SMILES: Br[C:2]1[CH:7]=[CH:6][C:5]([C:8]([N:10]2[CH2:15][CH2:14][N:13]([C:16]3[CH:21]=[CH:20][CH:19]=[CH:18][C:17]=3[C:22]([CH3:25])([CH3:24])[CH3:23])[CH2:12][CH2:11]2)=[O:9])=[CH:4][CH:3]=1.CC1(C)C(C)(C)OB([C:34]2[CH:39]=[CH:38][C:37]([CH2:40][C:41]([OH:43])=[O:42])=[CH:36][CH:35]=2)O1.C(=O)([O-])[O-].[Na+].[Na+].Cl>O1CCCC1.C1(C)C=CC=CC=1.C(O)C.C(OCC)(=O)C.C1C=CC([P]([Pd]([P](C2C=CC=CC=2)(C2C=CC=CC=2)C2C=CC=CC=2)([P](C2C=CC=CC=2)(C2C=CC=CC=2)C2C=CC=CC=2)[P](C2C=CC=CC=2)(C2C=CC=CC=2)C2C=CC=CC=2)(C2C=CC=CC=2)C2C=CC=CC=2)=CC=1>[C:22]([C:17]1[CH:18]=[CH:19][CH:20]=[CH:21][C:16]=1[N:13]1[CH2:14][CH2:15][N:10]([C:8]([C:5]2[CH:6]=[CH:7][C:2]([C:34]3[CH:39]=[CH:38][C:37]([CH2:40][C:41]([OH:43])=[O:42])=[CH:36][CH:35]=3)=[CH:3][CH:4]=2)=[O:9])[CH2:11][CH2:12]1)([CH3:25])([CH3:24])[CH3:23] |f:2.3.4,8.9,^1:76,78,97,116|. Procedure details: A mixture of 1-[(4-bromophenyl)carbonyl]-4-(2-tert-butylphenyl)piperazine (1.0 g, 2.49 mmol), [4-(4,4,5,5-tetramethyl-1,3,2-dioxaborolan-2-yl)phenyl]acetic acid (0.653 g, 2.49 mmol), 2 M sodium carbonate solution (3 mL, 6.0 mmol), and tetrakis(triphenylphosphine)palladium(0) (0.150 g, 0.13 mmol) in tetrahydrofuran (5 mL) and toluene (20 mL) was stirred at 120° C. for 16 h. 6 M hydrochloric acid solution was added and the mixture was extracted with ethyl acetate. The organic layer was washed with... Reactants: CCOC(C)=O, C=Cc1c(CC)nc(CC)c(CO)c1-c1ccccc1, CCCCCC. The product is CCc1nc(CC)c(CO)c(-c2ccccc2)c1CC. Reaction SMILES: [C:27]([O:28][CH2:29][CH3:30])(=[O:31])[CH3:32].[CH2:1]([CH3:2])[c:3]1[n:4][c:5]([CH2:19][CH3:20])[c:6]([CH:17]=[CH2:18])[c:7](-[c:11]2[cH:12][cH:13][cH:14][cH:15][cH:16]2)[c:8]1[CH2:9][OH:10].[CH3:21][CH2:22][CH2:23][CH2:24][CH2:25][CH3:26]>>[CH2:1]([CH3:2])[c:3]1[n:4][c:5]([CH2:19][CH3:20])[c:6]([CH2:17][CH3:18])[c:7](-[c:11]2[cH:12][cH:13][cH:14][cH:15][cH:16]2)[c:8]1[CH2:9][OH:10]. Reactants: CN1N=CC(=C1)C1=CC=2N(C(=N1)C=1C(=NNC1)C)C=CN2 (7-(1-methyl-1H-pyrazol-4-yl)-5-(3-methyl-1H-pyrazol-4-yl)imidazo[1,2-c]pyrimidine), C(C=C)#N (acrylonitrile), C(C)#N (acetonitrile), C1CCC2=NCCCN2CC1 (DBU). Solvent: C(Cl)Cl (DCM). Run at time 8 hour. The product is CC1=NN(C=C1C1=NC(=CC=2N1C=CN2)C=2C=NN(C2)C)CCC#N (3-(3-methyl-4-(7-(1-methyl-1H-pyrazol-4-yl)imidazo[1,2-c]pyrimidin-5-yl)-1H-pyrazol-1-yl)propanenitrile). Isolated yield 16.7%. Reaction SMILES: [CH3:1][N:2]1[CH:6]=[C:5]([C:7]2[N:12]=[C:11]([C:13]3[C:14]([CH3:18])=[N:15][NH:16][CH:17]=3)[N:10]3[CH:19]=[CH:20][N:21]=[C:9]3[CH:8]=2)[CH:4]=[N:3]1.[C:22](#[N:25])[CH:23]=[CH2:24].C(#N)C.C1CCN2C(=NCCC2)CC1>C(Cl)Cl>[CH3:18][C:14]1[C:13]([C:11]2[N:10]3[CH:19]=[CH:20][N:21]=[C:9]3[CH:8]=[C:7]([C:5]3[CH:4]=[N:3][N:2]([CH3:1])[CH:6]=3)[N:12]=2)=[CH:17][N:16]([CH2:24][CH2:23][C:22]#[N:25])[N:15]=1. Procedure details: To a flask charged with 7-(1-methyl-1H-pyrazol-4-yl)-5-(3-methyl-1H-pyrazol-4-yl)imidazo[1,2-c]pyrimidine (0.025 g, 0.090 mmol) and acrylonitrile (0.032 mL, 0.49 mmol) was added 1 mL of acetonitrile and DBU (0.027 mL, 0.18 mmol) and the flask was sealed under nitrogen and allowed to proceed at ambient temperature overnight. The reaction was diluted with 3 mL of DCM, loaded directly onto a silica gel column and eluted with 1% MeOH in EtOAc containing 1% NH4OH to afford a mixture of regioisomers f... The reactants are N#Cc1nc(Cl)nc(N2CCSCC2)c1Br, C1CNCCN1, CC(C)=O, Cl. The product is N#Cc1nc(N2CCNCC2)nc(N2CCSCC2)c1Br. RXN SMILES: [Br:1][c:2]1[c:3]([N:11]2[CH2:12][CH2:13][S:14][CH2:15][CH2:16]2)[n:4][c:5]([Cl:10])[n:6][c:7]1[C:8]#[N:9].[CH2:17]1[CH2:18][NH:19][CH2:20][CH2:21][NH:22]1.[CH3:24][C:25](=[O:26])[CH3:27].[ClH:23]>>[Br:1][c:2]1[c:3]([N:11]2[CH2:12][CH2:13][S:14][CH2:15][CH2:16]2)[n:4][c:5]([N:19]2[CH2:18][CH2:17][NH:22][CH2:21][CH2:20]2)[n:6][c:7]1[C:8]#[N:9]. Starting materials: C(C)(C)N(CCCN1C(=O)C(=O)C2=CC(=CC=C12)C)C(C)C (1-(3-diisopropylaminopropyl)-5-methylisatin), Cl.NNC(=O)N (semicarbazide hydrochloride). RXN SMILES: [CH:1]([N:4]([CH:20]([CH3:22])[CH3:21])[CH2:5][CH2:6][CH2:7][N:8]1[C:18]2[C:13](=[CH:14][C:15]([CH3:19])=[CH:16][CH:17]=2)[C:11](=O)[C:9]1=[O:10])([CH3:3])[CH3:2].Cl.[NH2:24][NH:25][C:26]([NH2:28])=[O:27]>>[CH:1]([N:4]([CH:20]([CH3:22])[CH3:21])[CH2:5][CH2:6][CH2:7][N:8]1[C:18]2[C:13](=[CH:14][C:15]([CH3:19])=[CH:16][CH:17]=2)/[C:11](=[N:24]\[NH:25][C:26]([NH2:28])=[O:27])/[C:9]1=[O:10])([CH3:3])[CH3:2] |f:1.2|. Reported procedure: By using 1-(3-diisopropylaminopropyl)-5-methylisatin and semicarbazide hydrochloride, a method analogous to that described in Example 4 was carried out to obtain (E)-1-(3-diisopropylaminopropyl)-5-methylisatin 3-semicarbazone having a melting point of 145°-148° C. (yield: 72.2%). Yields the product C(C)(C)N(CCCN1C(=O)/C(/C2=CC(=CC=C12)C)=N/NC(=O)N)C(C)C ((E)-1-(3-diisopropylaminopropyl)-5-methylisatin 3-semicarbazone). The yield is 72.2%.